Dataset: the Open Reaction Database (ORD), a public repository of structured organic reaction records. Task: describe an organic reaction: reactants, conditions, products, and yield Starting materials: C(C)(C)(C)OC(=O)N1CC2(CC1)CCN(CC2)C(C)=O (8-acetyl-2,8-diaza-spiro[4.5]decane-2-carboxylic acid tert-butyl ester), Cl (HCl). The solvent is C(C)(=O)OCC (ethyl acetate), C(C)(=O)OCC (ethyl acetate). Run at time 2 hour. The product is Cl.C1NCCC12CCN(CC2)C(C)=O (1-(2,8-diaza-spiro[4.5]dec-8-yl)-ethanone hydrochloride). RXN SMILES: C(OC([N:8]1[CH2:12][CH2:11][C:10]2([CH2:17][CH2:16][N:15]([C:18](=[O:20])[CH3:19])[CH2:14][CH2:13]2)[CH2:9]1)=O)(C)(C)C.[ClH:21]>C(OCC)(=O)C>[ClH:21].[CH2:9]1[C:10]2([CH2:13][CH2:14][N:15]([C:18](=[O:20])[CH3:19])[CH2:16][CH2:17]2)[CH2:11][CH2:12][NH:8]1 |f:3.4|. Procedure details: To a solution of 8-acetyl-2,8-diaza-spiro[4.5]decane-2-carboxylic acid tert-butyl ester (1.34 g) in ethyl acetate (10 ml), a 1 M ethyl acetate solution of HCl (20 ml). After stirring for 2 h at room temperature, the reaction mixture is evaporated down to give 1-(2,8-diaza-spiro[4.5]dec-8-yl)-ethanone hydrochloride as a solid. The reactants are Nc1ncnn2c(Br)ccc12, O=C([O-])[O-], CC(C)(C)OC(=O)N1CCN(c2ccc(B3OC(C)(C)C(C)(C)O3)cc2)CC1, COCCOC, ClCCl, [Na+], [Na+]. Product: CC(C)(C)OC(=O)N1CCN(c2ccc(-c3ccc4c(N)ncnn34)cc2)CC1. Reaction SMILES: [Br:1][c:2]1[cH:3][cH:4][c:5]2[c:6]([NH2:11])[n:7][cH:8][n:9][n:10]12.[C:43](=[O:44])([O-:45])[O-:46].[CH3:12][C:13]1([CH3:14])[C:15]([CH3:16])([CH3:17])[O:18][B:19]([c:20]2[cH:21][cH:22][c:23]([N:26]3[CH2:27][CH2:28][N:29]([C:32](=[O:33])[O:34][C:35]([CH3:36])([CH3:37])[CH3:38])[CH2:30][CH2:31]3)[cH:24][cH:25]2)[O:39]1.[CH3:49][O:50][CH2:51][CH2:52][O:53][CH3:54].[Cl:40][CH2:41][Cl:42].[Na+:47].[Na+:48]>>[c:2]1(-[c:20]2[cH:21][cH:22][c:23]([N:26]3[CH2:27][CH2:28][N:29]([C:32](=[O:33])[O:34][C:35]([CH3:36])([CH3:37])[CH3:38])[CH2:30][CH2:31]3)[cH:24][cH:25]2)[cH:3][cH:4][c:5]2[c:6]([NH2:11])[n:7][cH:8][n:9][n:10]12. Reactants: CN1C(=O)NCC1C(=O)OC(C)(C)C, ClCCl, O=C(O)C(F)(F)F. The product is CN1C(=O)NCC1C(=O)O. RXN SMILES: [CH3:1][N:2]1[C:3](=[O:14])[NH:4][CH2:5][CH:6]1[C:7](=[O:8])[O:9][C:10]([CH3:11])([CH3:12])[CH3:13].[Cl:22][CH2:23][Cl:24].[F:15][C:16]([F:17])([F:18])[C:19]([OH:20])=[O:21]>>[CH3:1][N:2]1[C:3](=[O:14])[NH:4][CH2:5][CH:6]1[C:7](=[O:8])[OH:9]. Reactants: O=C([O-])O, COCCOC, O=Cc1ccc(B(O)O)cc1, NC(=O)Nc1sc(Br)cc1C(N)=O, [Na+]. Yields the product NC(=O)Nc1sc(-c2ccc(C=O)cc2)cc1C(N)=O. RXN SMILES: [C:14](=[O:15])([OH:16])[O-:17].[CH3:30][O:31][CH2:32][CH2:33][O:34][CH3:35].[CH:19](=[O:20])[c:21]1[cH:22][cH:23][c:24]([B:27]([OH:28])[OH:29])[cH:25][cH:26]1.[NH2:1][C:2](=[O:3])[NH:4][c:5]1[s:6][c:7]([Br:13])[cH:8][c:9]1[C:10](=[O:11])[NH2:12].[Na+:18]>>[NH2:1][C:2](=[O:3])[NH:4][c:5]1[s:6][c:7](-[c:24]2[cH:23][cH:22][c:21]([CH:19]=[O:20])[cH:26][cH:25]2)[cH:8][c:9]1[C:10](=[O:11])[NH2:12]. Starting materials: C(C#CC)OC1=CC=C(C=C1)S(=O)(=O)NC1(CCN(CC1)C(=O)OC(C)(C)C)C(=O)NO (tert-butyl 4-({[4-(2-butynyloxy)phenyl]sulfonyl}amino)-4-[(hydroxyamino)carbonyl]-1-piperidinecarboxylate), Cl (hydrochloric acid). Solvent: O1CCOCC1 (dioxane), O1CCOCC1 (dioxane). Yields the product C(C#CC)OC1=CC=C(C=C1)S(=O)(=O)NC1(CCNCC1)C(=O)NO (4-({[4-(2-butynyloxy)phenyl]sulfonyl)amino)-N-hydroxy-4-piperidinecarboxamide). RXN SMILES: [CH2:1]([O:5][C:6]1[CH:11]=[CH:10][C:9]([S:12]([NH:15][C:16]2([C:29]([NH:31][OH:32])=[O:30])[CH2:21][CH2:20][N:19](C(OC(C)(C)C)=O)[CH2:18][CH2:17]2)(=[O:14])=[O:13])=[CH:8][CH:7]=1)[C:2]#[C:3][CH3:4].Cl>O1CCOCC1>[CH2:1]([O:5][C:6]1[CH:11]=[CH:10][C:9]([S:12]([NH:15][C:16]2([C:29]([NH:31][OH:32])=[O:30])[CH2:21][CH2:20][NH:19][CH2:18][CH2:17]2)(=[O:13])=[O:14])=[CH:8][CH:7]=1)[C:2]#[C:3][CH3:4]. Procedure: To a solution of tert-butyl 4-({[4-(2-butynyloxy)phenyl]sulfonyl}amino)4-[(hydroxyamino)carbonyl]-1-piperidinecarboxylate (0.114 g) from Example 287, in dioxane (1 mL) was added 4N hydrochloric acid in dioxane (2 mL). After 4 hours the reaction mixture was concentrated in vacuo. Trituration with dichloromethane and diethyl ether gave 4-({[4-(2-butynyloxy)phenyl]sulfonyl)amino)-N-hydroxy-4-piperidinecarboxamide as an off-white powder. Electrospray Mass Spec 368.2 (M+H)+. Reactants: COC(=O)C=Cc1cc(-c2ccc(OCc3ccccc3)cc2)n(C2CCCCC2)n1, c1ccccc1. The product is COC(=O)CCc1cc(-c2ccc(OCc3ccccc3)cc2)n(C2CCCCC2)n1. Reaction SMILES: [CH2:1]([c:2]1[cH:3][cH:4][cH:5][cH:6][cH:7]1)[O:8][c:9]1[cH:10][cH:11][c:12](-[c:15]2[cH:16][c:17]([CH:26]=[CH:27][C:28](=[O:29])[O:30][CH3:31])[n:18][n:19]2[CH:20]2[CH2:21][CH2:22][CH2:23][CH2:24][CH2:25]2)[cH:13][cH:14]1.[cH:32]1[cH:33][cH:34][cH:35][cH:36][cH:37]1>>[CH2:1]([c:2]1[cH:3][cH:4][cH:5][cH:6][cH:7]1)[O:8][c:9]1[cH:10][cH:11][c:12](-[c:15]2[cH:16][c:17]([CH2:26][CH2:27][C:28](=[O:29])[O:30][CH3:31])[n:18][n:19]2[CH:20]2[CH2:21][CH2:22][CH2:23][CH2:24][CH2:25]2)[cH:13][cH:14]1. Reactants: Cc1ccc(Oc2ccc(N)cc2F)c(C)n1, Cc1ccc(Oc2ccc([N+](=O)[O-])c(F)c2)c(C)n1. The product is Cc1ccc(Oc2ccc(N)c(F)c2)c(C)n1. Reaction SMILES: [CH3:1][c:2]1[c:3]([O:4][c:5]2[cH:6][cH:7][c:8]([NH2:9])[cH:10][c:11]2[F:12])[cH:13][cH:14][c:15]([CH3:16])[n:17]1.[F:18][c:19]1[cH:20][c:21]([O:22][c:23]2[c:24]([CH3:30])[n:25][c:26]([CH3:29])[cH:27][cH:28]2)[cH:31][cH:32][c:33]1[N+:34]([O-:35])=[O:36]>>[F:18][c:19]1[cH:20][c:21]([O:22][c:23]2[c:24]([CH3:30])[n:25][c:26]([CH3:29])[cH:27][cH:28]2)[cH:31][cH:32][c:33]1[NH2:34]. Starting materials: CCc1c(CCCl)sc2c1CCN(C(C)=O)C2, O=C([O-])[O-], CN(C)C=O, Cc1ccccc1, Cl, Fc1ccc2c(C3CCNCC3)coc2c1, [I-], [K+], [K+], [K+], O. The product is CCc1c(CCN2CCC(c3coc4cc(F)ccc34)CC2)sc2c1CCN(C(C)=O)C2, Cl. RXN SMILES: [C:1]([CH3:2])(=[O:3])[N:4]1[CH2:5][c:6]2[c:7]([c:10]([CH2:16][CH3:17])[c:11]([CH2:13][CH2:14][Cl:15])[s:12]2)[CH2:8][CH2:9]1.[C:35](=[O:36])([O-:37])[O-:38].[CH3:43][N:44]([CH3:45])[CH:46]=[O:47].[CH3:48][c:49]1[cH:50][cH:51][cH:52][cH:53][cH:54]1.[ClH:18].[F:19][c:20]1[cH:21][cH:22][c:23]2[c:24]([o:25][cH:26][c:27]2[CH:28]2[CH2:29][CH2:30][NH:31][CH2:32][CH2:33]2)[cH:34]1.[I-:42].[K+:39].[K+:40].[K+:41].[OH2:55]>>[C:1]([CH3:2])(=[O:3])[N:4]1[CH2:5][c:6]2[c:7]([c:10]([CH2:16][CH3:17])[c:11]([CH2:13][CH2:14][N:31]3[CH2:30][CH2:29][CH:28]([c:27]4[c:23]5[cH:22][cH:21][c:20]([F:19])[cH:34][c:24]5[o:25][cH:26]4)[CH2:33][CH2:32]3)[s:12]2)[CH2:8][CH2:9]1.[ClH:15]. Reaction SMILES: [Cl:1][C:2]1[CH:10]=[CH:9][C:5]([C:6](Cl)=[O:7])=[CH:4][C:3]=1[S:11](=[O:14])(=[O:13])[NH2:12].[CH:15]1[CH:16]=[CH:17][N:18]2[CH2:24][C:23]3[CH:25]=[CH:26][CH:27]=[CH:28][C:22]=3[NH:21][CH2:20][C:19]=12.CN(C)C1C=CC=CC=1.O>O1CCOCC1>[Cl:1][C:2]1[CH:10]=[CH:9][C:5]([C:6]([N:21]2[C:22]3[CH:28]=[CH:27][CH:26]=[CH:25][C:23]=3[CH2:24][N:18]3[CH:17]=[CH:16][CH:15]=[C:19]3[CH2:20]2)=[O:7])=[CH:4][C:3]=1[S:11]([NH2:12])(=[O:14])=[O:13]. Procedure details: A solution containing 1.02 g (0.004 mol) of 4-chloro-3-sulfamoylbenzoyl chloride, 0.74 g (0.004 mol) of 10,11-dihydro-5H-pyrolo[2,1-c][1,4]benzodiazepine and 0.48 g (0.004 mol) of N,N-dimethylaniline in 50 ml of 1,4-dioxane was allowed to stand at room temperature for 2 hours. The reaction mixture was then poured into 500 mL of water with stirring. The precipitate was collected, washed and dried to provide the title compound (0.7 g), m.p. 137° C. dec. Solvent: O1CCOCC1 (1,4-dioxane). Run at time 2 hour. Yield: 43.5%. The product is ClC1=C(C=C(C=C1)C(=O)N1CC=2N(CC3=C1C=CC=C3)C=CC2)S(=O)(=O)N (2-Chloro-5-(5H-pyrrolo[2,1-c][1,4]benzodiazepin-10(11H)-ylcarbonyl)benzenesulfonamide). Reactants: O (water), ClC1=C(C=C(C(=O)Cl)C=C1)S(N)(=O)=O (4-chloro-3-sulfamoylbenzoyl chloride), C=1C=CN2C1CNC1=C(C2)C=CC=C1 (10,11-dihydro-5H-pyrolo[2,1-c][1,4]benzodiazepine), CN(C1=CC=CC=C1)C (N,N-dimethylaniline).